This data is from the Open Reaction Database (ORD), a public repository of structured organic reaction records. The task is: describe an organic reaction: reactants, conditions, products, and yield Reactants: C1(=CC=CC=C1)CCC=O (3-phenylpropionaldehyde), C(#N)[BH3-].[Na+] (sodium cyanoborohydride), NCCOC1=CC=C(C=C1)CC(C(=O)OCC)CCCC (ethyl 3-[4-(2-aminoethoxy)phenyl]-2-butylpropionate). The reagents and catalysts are C(C)(=O)O (acetic acid). The solvent is C(C)O (ethanol). Reaction conditions: time 18 hour. The product is C(CCC)C(C(=O)OCC)CC1=CC=C(C=C1)OCCNCCCC1=CC=CC=C1 (Ethyl 2-butyl-3-[4-[2-(3-phenylpropylamino)ethoxy]phenyl]propionate). Reaction SMILES: [C:1]1([CH2:7][CH2:8][CH:9]=O)[CH:6]=[CH:5][CH:4]=[CH:3][CH:2]=1.C([BH3-])#N.[Na+].[NH2:15][CH2:16][CH2:17][O:18][C:19]1[CH:24]=[CH:23][C:22]([CH2:25][CH:26]([CH2:32][CH2:33][CH2:34][CH3:35])[C:27]([O:29][CH2:30][CH3:31])=[O:28])=[CH:21][CH:20]=1>C(O)(=O)C.C(O)C>[CH2:32]([CH:26]([CH2:25][C:22]1[CH:23]=[CH:24][C:19]([O:18][CH2:17][CH2:16][NH:15][CH2:9][CH2:8][CH2:7][C:1]2[CH:6]=[CH:5][CH:4]=[CH:3][CH:2]=2)=[CH:20][CH:21]=1)[C:27]([O:29][CH2:30][CH3:31])=[O:28])[CH2:33][CH2:34][CH3:35] |f:1.2|. Reported procedure: 3-phenylpropionaldehyde (0.23 ml), sodium cyanoborohydride (117 mg) and acetic acid (one drop) were added to a solution of ethyl 3-[4-(2-aminoethoxy)phenyl]-2-butylpropionate (500 mg), which is the product of Reference example 6, in ethanol (10 ml). The mixture was stirred at ambient temperature for 18 hours. The reaction mixture was concentrated under reduced pressure. The residue was partitioned between ethyl acetate and water and the layers were separated. The ethyl acetate solution was dried... Starting materials: O=C([O-])O, CN(C)C=O, O=C1CCC(=O)N1Cl, C=C(c1cc(Cl)c(Cl)c(C(F)(F)F)c1)C(F)(F)F, [K+], O, CC(=O)NCc1ccc(C=NO)c2ccccc12. The product is CC(=O)NCc1ccc(C2=NOC(c3cc(Cl)c(Cl)c(C(F)(F)F)c3)(C(F)(F)F)C2)c2ccccc12. As a reaction SMILES: [C:45](=[O:46])([OH:47])[O-:48].[CH3:50][N:51]([CH3:52])[CH:53]=[O:54].[Cl:1][N:2]1[C:3](=[O:4])[CH2:5][CH2:6][C:7]1=[O:8].[Cl:27][c:28]1[c:29]([Cl:44])[c:30]([C:40]([F:41])([F:42])[F:43])[cH:31][c:32]([C:34](=[CH2:35])[C:36]([F:37])([F:38])[F:39])[cH:33]1.[K+:49].[OH2:55].[OH:9][N:10]=[CH:11][c:12]1[cH:13][cH:14][c:15]([CH2:22][NH:23][C:24]([CH3:25])=[O:26])[c:16]2[cH:17][cH:18][cH:19][cH:20][c:21]12>>[O:9]1[N:10]=[C:11]([c:12]2[cH:13][cH:14][c:15]([CH2:22][NH:23][C:24]([CH3:25])=[O:26])[c:16]3[cH:17][cH:18][cH:19][cH:20][c:21]23)[CH2:35][C:34]1([c:32]1[cH:31][c:30]([C:40]([F:41])([F:42])[F:43])[c:29]([Cl:44])[c:28]([Cl:27])[cH:33]1)[C:36]([F:37])([F:38])[F:39].